From a dataset of the Open Reaction Database (ORD), a public repository of structured organic reaction records. describe an organic reaction: reactants, conditions, products, and yield The reactants are C1CCCCC1, CCOC(C)=O, Clc1cncc(Cl)n1, Oc1cccc(F)c1. Yields the product Fc1cccc(Oc2cncc(Cl)n2)c1. As a reaction SMILES: [CH2:23]1[CH2:24][CH2:25][CH2:26][CH2:27][CH2:28]1.[CH3:17][CH2:18][O:19][C:20]([CH3:21])=[O:22].[Cl:1][c:2]1[n:3][c:4]([Cl:8])[cH:5][n:6][cH:7]1.[F:9][c:10]1[cH:11][c:12]([OH:16])[cH:13][cH:14][cH:15]1>>[c:2]1([O:16][c:12]2[cH:11][c:10]([F:9])[cH:15][cH:14][cH:13]2)[n:3][c:4]([Cl:8])[cH:5][n:6][cH:7]1. Yields the product ClC1=NC(=C(C(=N1)NNC([C@@H](CN(C=O)OC1OCCCC1)CC1CCCC1)=O)F)NCC=1SC=CN1 ([(2R)-3-(2-{2-chloro-5-fluoro-6-[(1,3-thiazol-2-yl methyl)amino]-4-pyrimidinyl}hydrazino)-2-(cyclopentylmethyl)-3-oxopropyl](tetrahydro-2H-pyran-2-yloxy)formamide). RXN SMILES: Cl.Cl.[Cl:3][C:4]1[NH:5][C:6]([NH:13][CH2:14][C:15]2[S:16][CH:17]=[CH:18][N:19]=2)=[C:7]([F:12])[C:8](=[N:10][NH2:11])[N:9]=1.[CH:20]1([CH2:25][C@H:26]([CH2:30][N:31]([CH:39]=[O:40])[O:32][CH:33]2[CH2:38][CH2:37][CH2:36][CH2:35][O:34]2)[C:27](O)=[O:28])[CH2:24][CH2:23][CH2:22][CH2:21]1.CN1CCOCC1.C1C=NC2N(O)N=NC=2C=1.C(Cl)CCl>CN(C=O)C>[Cl:3][C:4]1[N:9]=[C:8]([NH:10][NH:11][C:27](=[O:28])[C@H:26]([CH2:25][CH:20]2[CH2:21][CH2:22][CH2:23][CH2:24]2)[CH2:30][N:31]([O:32][CH:33]2[CH2:38][CH2:37][CH2:36][CH2:35][O:34]2)[CH:39]=[O:40])[C:7]([F:12])=[C:6]([NH:13][CH2:14][C:15]2[S:16][CH:17]=[CH:18][N:19]=2)[N:5]=1 |f:0.1.2|. Solvent: CN(C)C=O (DMF). Yield: 61.8%. Procedure details: 2-Chloro-5-fluoro-6-[(1,3-thiazol-2-ylmethyl)amino]-4(1H)-pyrimidinone hydrazone dihydrochloride (0.3052 g, 0.882 mmol) and (2R)-3-cyclopentyl-2-{[formyl(tetrahydro-2H-pyran-2-yloxy)amino]methyl}propanoic acid (0.457 g, 1.059 mmol) were dissolved in DMF (8 mL). NMM (0.58 mL, 5.2753 mmol) was added, followed by HOAt (0.144 g, 1.059 mmol) and EDC (0.203 g, 1.059 mmol). After stirring overnight, the reaction mixture was purified by RP-HPLC to provide [(2R)-3-(2-{2-chloro-5-fluoro-6-[(1,3-thiazol-2-... The reactants are C1=CC2=C(N=C1)N(N=N2)O (HOAt), C(CCl)Cl (EDC), Cl.Cl.ClC=1NC(=C(C(N1)=NN)F)NCC=1SC=CN1 (2-Chloro-5-fluoro-6-[(1,3-thiazol-2-ylmethyl)amino]-4(1H)-pyrimidinone hydrazone dihydrochloride), C1(CCCC1)C[C@@H](C(=O)O)CN(OC1OCCCC1)C=O ((2R)-3-cyclopentyl-2-{[formyl(tetrahydro-2H-pyran-2-yloxy)amino]methyl}propanoic acid), CN1CCOCC1 (NMM). Conditions: time 8 hour. Reactants: C(CCC)(=O)C1=CC2=C(N(C(=N2)CO)C)C=C1 (5-butyryl-1-methyl-benzimidazole-2-methanol), [Mn](=O)(=O)(=O)[O-].[K+] (potassium permanganate). Product: C(CCC)(=O)C1=CC2=C(N(C(=N2)C(=O)O)C)C=C1 (5-butyryl-1-methyl-benzimidazole-2-carboxylic acid). Reaction SMILES: [C:1]([C:6]1[CH:17]=[CH:16][C:9]2[N:10]([CH3:15])[C:11]([CH2:13][OH:14])=[N:12][C:8]=2[CH:7]=1)(=[O:5])[CH2:2][CH2:3][CH3:4].[Mn]([O-])(=O)(=O)=[O:19].[K+]>>[C:1]([C:6]1[CH:17]=[CH:16][C:9]2[N:10]([CH3:15])[C:11]([C:13]([OH:19])=[O:14])=[N:12][C:8]=2[CH:7]=1)(=[O:5])[CH2:2][CH2:3][CH3:4] |f:1.2|. Procedure: In a manner analogous to that described in Example 12, 18.5 g of 5-butyryl-1-methyl-benzimidazole-2-methanol can be oxidised with 18.5 g of potassium permanganate to give 5-butyryl-1-methyl-benzimidazole-2-carboxylic acid with a melting point above 90° (decomposition).